From a dataset of the Open Reaction Database (ORD), a public repository of structured organic reaction records. describe an organic reaction: reactants, conditions, products, and yield As a reaction SMILES: [C:1]([CH3:2])([CH3:3])([CH3:4])[c:5]1[c:6]([O:27][CH3:28])[c:7]([O:23][SiH:24]([CH3:25])[CH3:26])[c:8]([CH:11]=[CH:12][C:13]([CH:14]([C:15]([C:16]([CH3:17])([CH3:18])[CH3:19])=[O:20])[CH3:21])=[O:22])[cH:9][cH:10]1.[CH2:34]1[O:35][CH2:36][CH2:37][CH2:38]1.[CH3:31][I:32].[Cl:39][CH2:40][Cl:41].[H-:29].[Na+:30].[OH2:33]>>[C:1]([CH3:2])([CH3:3])([CH3:4])[c:5]1[c:6]([O:27][CH3:28])[c:7]([O:23][SiH:24]([CH3:25])[CH3:26])[c:8]([CH:11]=[CH:12][C:13]([C:14]([C:15]([C:16]([CH3:17])([CH3:18])[CH3:19])=[O:20])([CH3:21])[CH3:31])=[O:22])[cH:9][cH:10]1. The product is COc1c(C(C)(C)C)ccc(C=CC(=O)C(C)(C)C(=O)C(C)(C)C)c1O[SiH](C)C. Starting materials: COc1c(C(C)(C)C)ccc(C=CC(=O)C(C)C(=O)C(C)(C)C)c1O[SiH](C)C, C1CCOC1, CI, ClCCl, [H-], [Na+], O. The reactants are FC1=CC(=C(N)C=C1F)[N+](=O)[O-] (4,5-difluoro-2-nitroaniline), ClCl (chlorine), ice water. Run in C(C)(=O)O (acetic acid). Yields the product ClC1=C(N)C(=CC(=C1F)F)[N+](=O)[O-] (2-Chloro-3,4-difluoro-6-nitroaniline). RXN SMILES: [F:1][C:2]1[C:8]([F:9])=[CH:7][C:5]([NH2:6])=[C:4]([N+:10]([O-:12])=[O:11])[CH:3]=1.[Cl:13]Cl>C(O)(=O)C>[Cl:13][C:7]1[C:8]([F:9])=[C:2]([F:1])[CH:3]=[C:4]([N+:10]([O-:12])=[O:11])[C:5]=1[NH2:6]. Reported procedure: Into a solution of 4,5-difluoro-2-nitroaniline (20 g) in acetic acid (200 ml) was boubled chlorine gas at 13° to 15° C. during 45 minutes. The reaction mixture was poured into ice water (500 ml) and extracted with dichloromethane. The organic layer was washed with 6% aqueous sodium carbonate and with water successively, dried over anhydrous sodium sulfate and then concentrated. The residue was purified with silica gel chromatography eluting with dichloromethane-n-hexane (1:4) and further recryst... RXN SMILES: [K+:40].[K+:41].[Na+:46].[Na+:47].[O-:42][C:43]([O-:44])=[O:45].[O-:48][S:49]([O-:50])(=[S:51])=[O:52].[OH:1][OH:2].[OH:3][C:4]([CH2:5][C:6]1([c:32]2[cH:33][cH:34][cH:35][cH:36][cH:37]2)[CH2:7][CH2:8][N:9]([CH:13]([CH3:14])[c:15]2[cH:16][cH:17][c:18](-[c:21]3[cH:22][cH:23][c:24]([C:27]([C:28]#[N:29])([CH3:30])[CH3:31])[n:25][cH:26]3)[cH:19][cH:20]2)[C:10](=[O:12])[O:11]1)([CH3:38])[CH3:39]>>[OH:3][C:4]([CH2:5][C:6]1([c:32]2[cH:33][cH:34][cH:35][cH:36][cH:37]2)[CH2:7][CH2:8][N:9]([CH:13]([CH3:14])[c:15]2[cH:16][cH:17][c:18](-[c:21]3[cH:22][cH:23][c:24]([C:27]([C:28]([NH2:29])=[O:42])([CH3:30])[CH3:31])[n:25][cH:26]3)[cH:19][cH:20]2)[C:10](=[O:12])[O:11]1)([CH3:38])[CH3:39]. Reactants: [K+], [K+], [Na+], [Na+], O=C([O-])[O-], O=S([O-])([O-])=S, OO, CC(c1ccc(-c2ccc(C(C)(C)C#N)nc2)cc1)N1CCC(CC(C)(C)O)(c2ccccc2)OC1=O. Yields the product CC(c1ccc(-c2ccc(C(C)(C)C(N)=O)nc2)cc1)N1CCC(CC(C)(C)O)(c2ccccc2)OC1=O. The reactants are EXAMPLE 353C, O=P(Cl)(Cl)Cl (POCl3), FCC1(CCC(CC1)=O)CF (4,4-bis(fluoromethyl)cyclohexanone), C(=O)(O)[O-].[Na+] (NaHCO3), C[N+](=CCl)C.[Cl-] (Vilsmeier reagent). The solvent is ClCCl (dichloromethane), ClCCl (dichloromethane), CN(C=O)C (N,N-dimethylformamide). Run at temperature 0 celsius, time 8 hour. The product is ClC1=C(CC(CC1)(CF)CF)C=O (2-chloro-5,5-bis(fluoromethyl)cyclohex-1-enecarbaldehyde). RXN SMILES: O=P(Cl)(Cl)Cl.C[N+](C)=[CH:8][Cl:9].[Cl-].[F:12][CH2:13][C:14]1([CH2:21][F:22])[CH2:19][CH2:18][C:17](=[O:20])[CH2:16][CH2:15]1.C([O-])(O)=O.[Na+]>ClCCl.CN(C)C=O>[Cl:9][C:8]1[CH2:18][CH2:19][C:14]([CH2:21][F:22])([CH2:13][F:12])[CH2:15][C:16]=1[CH:17]=[O:20] |f:1.2,4.5|. Procedure: To a 100 mL pear flask was added N,N-dimethylformamide (498 μl) and dichloromethane (8.9 mL) to give a colorless solution. The solution was cooled to 0° C. and POCl3 (550 μl) was added dropwise and then the mixture was warmed to room temperature for 30 minutes. In the meantime, to a 100 mL pear shaped flask was added EXAMPLE 353C (870 mg, 5.36 mmol) in dichloromethane (8941 μl) to give a colorless solution. The Vilsmeier reagent was then taken up in a syringe and added dropwise to the 4,4-bis(fl...